Dataset: the Open Reaction Database (ORD), a public repository of structured organic reaction records. Task: describe an organic reaction: reactants, conditions, products, and yield The reactants are OC1=NC=C(C=C1)Br (2-Hydroxy-5-bromopyridine), ClCC#N (chloroacetonitrile), C([O-])([O-])=O.[K+].[K+] (potassium carbonate), [I-].[Na+] (sodium iodide). Conditions: temperature 60 celsius, time 2 hour. The product is BrC=1C=CC(N(C1)CC#N)=O (2-(5-Bromo-2-oxopyridin-1(2H)-yl)acetonitrile). Yield: 67.0%. Reaction SMILES: [OH:1][C:2]1[CH:7]=[CH:6][C:5]([Br:8])=[CH:4][N:3]=1.C(=O)([O-])[O-].[K+].[K+].[I-].[Na+].Cl[CH2:18][C:19]#[N:20]>>[Br:8][C:5]1[CH:6]=[CH:7][C:2](=[O:1])[N:3]([CH2:18][C:19]#[N:20])[CH:4]=1 |f:1.2.3,4.5|. Procedure: 2-Hydroxy-5-bromopyridine (5.000 g, 28.74 mmol), potassium carbonate (14.30 g, 9.283 mL, 103.5 mmol), and sodium iodide (1.077 g, 7.185 mmol) were suspended in chloroacetonitrile (10.85 g, 9.095 mL, 143.7 mmol). The reaction mixture was heated to 60° C. and stirred for 2 hours. The reaction mixture was allowed to cool to room temperature, filtered, and the filtercake was washed with dichloromethane and ethyl acetate. The filtrate was concentrated and purified on 120 g of silica gel utilizing a g...